Dataset: the Open Reaction Database (ORD), a public repository of structured organic reaction records. Task: describe an organic reaction: reactants, conditions, products, and yield The reactants are O=C([O-])[O-], C#Cc1csc(C2CCN(C(=O)OC(C)(C)C)CC2)n1, CC(C)c1cc(C(C)C)c(-c2ccccc2P(C2CCCCC2)C2CCCCC2)c(C(C)C)c1, ClCc1ccccc1, [Cs+], [Cs+], C1CCOC1. Yields the product CC(C)(C)OC(=O)N1CCC(c2nc(C#CCc3ccccc3)cs2)CC1. As a reaction SMILES: [C:43](=[O:44])([O-:45])[O-:46].[C:49](#[CH:50])[c:51]1[n:52][c:53]([CH:56]2[CH2:57][CH2:58][N:59]([C:62](=[O:63])[O:64][C:65]([CH3:66])([CH3:67])[CH3:68])[CH2:60][CH2:61]2)[s:54][cH:55]1.[CH:9]1([P:10]([CH:11]2[CH2:12][CH2:13][CH2:14][CH2:15][CH2:16]2)[c:17]2[cH:18][cH:19][cH:20][cH:21][c:22]2-[c:23]2[c:24]([CH:25]([CH3:26])[CH3:27])[cH:28][c:29]([CH:30]([CH3:31])[CH3:32])[cH:33][c:34]2[CH:35]([CH3:36])[CH3:37])[CH2:38][CH2:39][CH2:40][CH2:41][CH2:42]1.[Cl:1][CH2:2][c:3]1[cH:4][cH:5][cH:6][cH:7][cH:8]1.[Cs+:47].[Cs+:48].[O:69]1[CH2:70][CH2:71][CH2:72][CH2:73]1>>[CH2:2]([c:3]1[cH:4][cH:5][cH:6][cH:7][cH:8]1)[C:50]#[C:49][c:51]1[n:52][c:53]([CH:56]2[CH2:57][CH2:58][N:59]([C:62](=[O:63])[O:64][C:65]([CH3:66])([CH3:67])[CH3:68])[CH2:60][CH2:61]2)[s:54][cH:55]1. Starting materials: N1C2=C(C(CCC1)=O)C=CC=C2 (1,2,3,4-Tetrahydro-benzo[b]azepin-5-one), N1=CC=CC=C1 (pyridine), C(C)(C)OC(=O)Cl (isopropylchloroformate). The solvent is ClCCl (dichloromethane). Run at time 18 hour. The product is C(C)(C)OC(=O)N1C2=C(C(CCC1)=O)C=CC=C2 (5-Oxo-2,3,4,5-tetrahydro-benzo[b]azepine-1-carboxylic acid isopropyl ester). RXN SMILES: [NH:1]1[CH2:7][CH2:6][CH2:5][C:4](=[O:8])[C:3]2[CH:9]=[CH:10][CH:11]=[CH:12][C:2]1=2.N1C=CC=CC=1.[CH:19]([O:22][C:23](Cl)=[O:24])([CH3:21])[CH3:20]>ClCCl>[CH:19]([O:22][C:23]([N:1]1[CH2:7][CH2:6][CH2:5][C:4](=[O:8])[C:3]2[CH:9]=[CH:10][CH:11]=[CH:12][C:2]1=2)=[O:24])([CH3:21])[CH3:20]. Reported procedure: To a cooled (0° C.) solution of 1,2,3,4-Tetrahydro-benzo[b]azepin-5-one (1.5 g, 9.3 mmol) and pyridine (2.26 ml, 27.9 mmol) in dichloromethane (30 ml) was added 1M isopropylchloroformate (solution in toluene) dropwise over 10 minutes. After addition was completed, the mixture was removed from the cold bath and stirred for 18 hours at room temperature. The mixture was cooled to 0° C., then treated with aqueous 1N NaOH and stirred for 30 minutes. After layer separation, the aqueous layer was extra... Starting materials: FC1=C(C=C2C(=NNC2=C1)\C=C\C1=CC=C(C=C1)F)NC(=O)C1(CC1)CN (1-Aminomethyl-cyclopropane Carboxylic acid {6-fluoro-3-[(E)-2-(4-fluorophenyl)-vinyl]-1H-indazol-5-yl}-amide), C(C)(=O)OC(C)=O (acetic anhydride). Solvent: CN(C=O)C (N,N-dimethylformamide). Run at time 38 hour. Yields the product FC1=C(C=C2C(=NNC2=C1)\C=C\C1=CC=C(C=C1)F)NC(=O)C1(CC1)CNC(C)=O (1-(Acetylamino-methyl)-cyclopropane carboxylic acid {6-fluoro-3-[(E)-2-(4-fluorophenyl)-vinyl]-1H-indazol-5-yl}-amide). Isolated yield 32.9%. RXN SMILES: [F:1][C:2]1[CH:10]=[C:9]2[C:5]([C:6](/[CH:11]=[CH:12]/[C:13]3[CH:18]=[CH:17][C:16]([F:19])=[CH:15][CH:14]=3)=[N:7][NH:8]2)=[CH:4][C:3]=1[NH:20][C:21]([C:23]1([CH2:26][NH2:27])[CH2:25][CH2:24]1)=[O:22].[C:28](OC(=O)C)(=[O:30])[CH3:29]>CN(C)C=O>[F:1][C:2]1[CH:10]=[C:9]2[C:5]([C:6](/[CH:11]=[CH:12]/[C:13]3[CH:14]=[CH:15][C:16]([F:19])=[CH:17][CH:18]=3)=[N:7][NH:8]2)=[CH:4][C:3]=1[NH:20][C:21]([C:23]1([CH2:26][NH:27][C:28](=[O:30])[CH3:29])[CH2:25][CH2:24]1)=[O:22]. Reported procedure: To a solution of 10 mg of 1-aminomethyl-cyclopropane carboxylic acid {6-fluoro-3-[(E)-2-(4-fluorophenyl)-vinyl]-1H-indazol-5-yl}-amide obtained by Example 758 in 0.3 mL of N,N-dimethylformamide was added 2.9 mg of acetic anhydride, and stirred at room temperature for 38 hours under nitrogen atmosphere, and separated and purified by LC-MS, to afford 3.66 mg of the title compound. The reactants are CC(C)(C)c1ccc(CN2CCCN(Cc3ccc([N+](=O)[O-])cc3)C2=O)cc1, CO. Product: CC(C)(C)c1ccc(CN2CCCN(Cc3ccc(N)cc3)C2=O)cc1. As a reaction SMILES: [C:1]([CH3:2])([CH3:3])([CH3:4])[c:5]1[cH:6][cH:7][c:8]([CH2:9][N:10]2[C:11](=[O:26])[N:12]([CH2:16][c:17]3[cH:18][cH:19][c:20]([N+:23]([O-:24])=[O:25])[cH:21][cH:22]3)[CH2:13][CH2:14][CH2:15]2)[cH:27][cH:28]1.[CH3:29][OH:30]>>[C:1]([CH3:2])([CH3:3])([CH3:4])[c:5]1[cH:6][cH:7][c:8]([CH2:9][N:10]2[C:11](=[O:26])[N:12]([CH2:16][c:17]3[cH:18][cH:19][c:20]([NH2:23])[cH:21][cH:22]3)[CH2:13][CH2:14][CH2:15]2)[cH:27][cH:28]1. The reactants are C(C)OC(=O)NN=C(C1=CC=C(C=C1)Cl)C1=CC=C(C=C1)OS(=O)(=O)C(F)(F)F (4-chloro-4'-trifluoromethylsulfonyloxybenzophenone-N-ethoxYcarbonylhydrazone), [H-].[Na+] (sodium hydride), [H-].[Na+] (sodium hydride), [H][H] (hydrogen), ClC(SCl)(Cl)Cl (trichloromethanesulfenyl chloride), ice water. Run in O1CCCC1 (tetrahydrofuran). Conditions: time 15 minute. The product is C(C)OC(=O)N(N=C(C1=CC=C(C=C1)Cl)C1=CC=C(C=C1)OS(=O)(=O)C(F)(F)F)SC(Cl)(Cl)Cl (4-chloro-4'-trifluoromethylsulfonyloxybenzophenone-N-ethoxycarbonyl-N-trichloromethanesulfenylhydrazone). Yield: 30.0%. RXN SMILES: [CH2:1]([O:3][C:4]([NH:6][N:7]=[C:8]([C:16]1[CH:21]=[CH:20][C:19]([O:22][S:23]([C:26]([F:29])([F:28])[F:27])(=[O:25])=[O:24])=[CH:18][CH:17]=1)[C:9]1[CH:14]=[CH:13][C:12]([Cl:15])=[CH:11][CH:10]=1)=[O:5])[CH3:2].[H-].[Na+].[H][H].[Cl:34][C:35]([Cl:39])([Cl:38])[S:36]Cl>O1CCCC1>[CH2:1]([O:3][C:4]([N:6]([S:36][C:35]([Cl:39])([Cl:38])[Cl:34])[N:7]=[C:8]([C:16]1[CH:21]=[CH:20][C:19]([O:22][S:23]([C:26]([F:29])([F:28])[F:27])(=[O:25])=[O:24])=[CH:18][CH:17]=1)[C:9]1[CH:14]=[CH:13][C:12]([Cl:15])=[CH:11][CH:10]=1)=[O:5])[CH3:2] |f:1.2|. Procedure details: A solution of 4-chloro-4'-trifluoromethylsulfonyloxybenzophenone-N-ethoxYcarbonylhydrazone (0.5 g) in tetrahydrofuran (6 ml) was stirred at room temperature under a nitrogen atmosphere, during which an oily mixture (50 mg) of sodium hydride containing 60% (w/w) sodium hydride was added to the solution at a time. After stirring at room temperature for 15 minutes and finding no evolution of hydrogen gas, the mixture was cooled to -78° C., and trichloromethanesulfenyl chloride (0.3 g) was added dro... The reactants are cyclobutane-cis-1,2-diol, C(C)OC(O)O (orthoformic acid ethyl ester), C(C1=CC=CC=C1)(=O)O (benzoic acid). Yields the product C(C)OC1OC2CCC2O1 (3-ethoxy-2,4-dioxa-bicyclo[3,2,0]heptane). Yield: 1013.7%. Reaction SMILES: [CH2:1]([O:3][CH:4]([OH:6])[OH:5])[CH3:2].C(O)(=O)[C:8]1[CH:13]=[CH:12][CH:11]=CC=1>>[CH2:1]([O:3][CH:4]1[O:6][CH:12]2[CH:11]([CH2:8][CH2:13]2)[O:5]1)[CH3:2]. Procedure details: 130.8 g (1.5 mols) of cyclobutane-cis-1,2-diol, 222.6 g (1.5 mols) of orthoformic acid ethyl ester and 15.0 g of benzoic acid are heated from 90° to 120° C. in the course of 3 hours. The ethanol which forms is distilled off continuously. Fractional distillation in vacuo gives 179.5 g (83%) of 3-ethoxy-2,4-dioxa-bicyclo[3,2,0]heptane (stereoisomer mixture), boiling point11 63°. Reactants: CCOC(=O)c1nc(-c2ccc(Cl)cc2Cl)c(-c2ccc(Cl)cc2Cl)n1C, NC1CCCCC1. The product is Cn1c(C(=O)NC2CCCCC2)nc(-c2ccc(Cl)cc2Cl)c1-c1ccc(Cl)cc1Cl. Reaction SMILES: [Cl:8][c:9]1[c:10](-[c:16]2[n:17][c:18]([C:30](=[O:31])[O:32][CH2:33][CH3:34])[n:19]([CH3:29])[c:20]2-[c:21]2[c:22]([Cl:28])[cH:23][c:24]([Cl:27])[cH:25][cH:26]2)[cH:11][cH:12][c:13]([Cl:15])[cH:14]1.[NH2:1][CH:2]1[CH2:3][CH2:4][CH2:5][CH2:6][CH2:7]1>>[NH:1]([CH:2]1[CH2:3][CH2:4][CH2:5][CH2:6][CH2:7]1)[C:30]([c:18]1[n:17][c:16](-[c:10]2[c:9]([Cl:8])[cH:14][c:13]([Cl:15])[cH:12][cH:11]2)[c:20](-[c:21]2[c:22]([Cl:28])[cH:23][c:24]([Cl:27])[cH:25][cH:26]2)[n:19]1[CH3:29])=[O:31].